Dataset: the Open Reaction Database (ORD), a public repository of structured organic reaction records. Task: describe an organic reaction: reactants, conditions, products, and yield The reactants are Nc1nccn2c(C3CCC(CN4C(=O)c5ccccc5C4=O)CC3)nc(-c3cccc(OCc4ccccc4)c3)c12, NN. The product is NCC1CCC(c2nc(-c3cccc(OCc4ccccc4)c3)c3c(N)nccn23)CC1. Reaction SMILES: [NH2:1][c:2]1[c:3]2[n:4]([cH:5][cH:6][n:7]1)[c:8]([CH:25]1[CH2:26][CH2:27][CH:28]([CH2:31][N:32]3[C:33](=[O:34])[c:35]4[c:36]([cH:37][cH:38][cH:39][cH:40]4)[C:41]3=[O:42])[CH2:29][CH2:30]1)[n:9][c:10]2-[c:11]1[cH:12][c:13]([O:17][CH2:18][c:19]2[cH:20][cH:21][cH:22][cH:23][cH:24]2)[cH:14][cH:15][cH:16]1.[NH2:43][NH2:44]>>[NH2:1][c:2]1[c:3]2[n:4]([cH:5][cH:6][n:7]1)[c:8]([CH:25]1[CH2:26][CH2:27][CH:28]([CH2:31][NH2:32])[CH2:29][CH2:30]1)[n:9][c:10]2-[c:11]1[cH:12][c:13]([O:17][CH2:18][c:19]2[cH:20][cH:21][cH:22][cH:23][cH:24]2)[cH:14][cH:15][cH:16]1. Starting materials: NC1=NC=C(C(=N1)N([C@H](C(=O)OC)C)CC1=NC=C(C(=C1C)OC)C)[N+](=O)[O-] (Methyl (2S)-2-[(2-amino-5-nitro-pyrimidin-4-yl)-[(4-methoxy-3,5-dimethyl-pyridin-2-yl)methyl]amino]propanoate), NC1=NC=C(C(=N1)N([C@H](C(=O)OC)C)CC1=NC=C(C(=C1C)OC)C)[N+](=O)[O-] (Methyl (2S)-2-[(2-amino-5-nitro-pyrimidin-4-yl)-[(4-methoxy-3,5-dimethyl-pyridin-2-yl)methyl]amino]propanoate). Reagents/catalysts: [Fe] (iron). Run in C(C)(=O)O (acetic acid). Conditions: temperature 70 celsius, time 1 hour. The product is NC1=NC=2N([C@H](C(NC2C=N1)=O)C)CC1=NC=C(C(=C1C)OC)C ((7S)-2-amino-8-[(4-methoxy-3,5-dimethylpyridin-2-yl)methyl]-7-methyl-7,8-dihydropteridin-6(5H)-one). Isolated yield 84.2%. RXN SMILES: [NH2:1][C:2]1[N:7]=[C:6]([N:8]([CH2:15][C:16]2[C:21]([CH3:22])=[C:20]([O:23][CH3:24])[C:19]([CH3:25])=[CH:18][N:17]=2)[C@@H:9]([CH3:14])[C:10]([O:12]C)=O)[C:5]([N+:26]([O-])=O)=[CH:4][N:3]=1>C(O)(=O)C.[Fe]>[NH2:1][C:2]1[N:3]=[CH:4][C:5]2[NH:26][C:10](=[O:12])[C@H:9]([CH3:14])[N:8]([CH2:15][C:16]3[C:21]([CH3:22])=[C:20]([O:23][CH3:24])[C:19]([CH3:25])=[CH:18][N:17]=3)[C:6]=2[N:7]=1. Procedure: Methyl (2S)-2-[(2-amino-5-nitro-pyrimidin-4-yl)-[(4-methoxy-3,5-dimethyl-pyridin-2-yl)methyl]amino]propanoate (Intermediate 1)(500 mg, 1.28 mmol) was dissolved in acetic acid (4 mL) and heated to 70° C., then iron powder (144 mg, 2.58 mmol) was added. The mixture was stirred at 70° C. for 1 hour, then 100° C. for 30 minutes. The dark mixture was filtered through Celite®, and the filter media was washed with DCM. The filtrate was concentrated under reduced pressure, then purified by column chroma... The reactants are C(C1=CC=CC=C1)N1C2=C(N=C3C(C1=O)CCC3)C=CC(=C2)Cl (9-benzyl-7-chloro-2,3,9,10a-tetrahydrobenzo[b]cyclopenta[e][1,4]diazepin-10(1H)-one). The solvent is C(C)OC(C)=O.CCCCCC (ethylacetate hexane). The product is C(C1=CC=CC=C1)N1C2=C(N[C@H]3[C@@H](C1=O)CCC3)C=CC(=C2)Cl ((3aR*,10aS*)-9-Benzyl-7-chloro-2,3,3a,4,9,10a-hexahydrobenzo[b]cyclopenta[e][1,4]diazepin-10(1H)-one). The yield is 53.0%. RXN SMILES: [CH2:1]([N:8]1[C:14](=[O:15])[CH:13]2[CH2:16][CH2:17][CH2:18][C:12]2=[N:11][C:10]2[CH:19]=[CH:20][C:21]([Cl:23])=[CH:22][C:9]1=2)[C:2]1[CH:7]=[CH:6][CH:5]=[CH:4][CH:3]=1>C(OC(=O)C)C.CCCCCC>[CH2:1]([N:8]1[C:14](=[O:15])[C@H:13]2[CH2:16][CH2:17][CH2:18][C@H:12]2[NH:11][C:10]2[CH:19]=[CH:20][C:21]([Cl:23])=[CH:22][C:9]1=2)[C:2]1[CH:3]=[CH:4][CH:5]=[CH:6][CH:7]=1 |f:1.2|. Procedure: Using 9-benzyl-7-chloro-2,3,9,10a-tetrahydrobenzo[b]cyclopenta[e][1,4]diazepin-10(1H)-one, the titled compound was synthesized in substantially the same manner as in Working Example 26 in a yield of 53%, m.p. 160°-163° C. (ethylacetate-hexane). Starting materials: CO, CCOC(=O)CSc1ccc(Cl)cc1Sc1ccc(S(=O)(=O)CC)cc1Cl, [Na+], [OH-], O. Product: CCS(=O)(=O)c1ccc(Sc2cc(Cl)ccc2SCC(=O)O)c(Cl)c1. As a reaction SMILES: [CH3:30][OH:31].[Cl:1][c:2]1[cH:3][c:4]([S:15][c:16]2[c:17]([Cl:27])[cH:18][c:19]([S:22](=[O:23])(=[O:24])[CH2:25][CH3:26])[cH:20][cH:21]2)[c:5]([S:8][CH2:9][C:10](=[O:11])[O:12][CH2:13][CH3:14])[cH:6][cH:7]1.[Na+:29].[OH-:28].[OH2:32]>>[Cl:1][c:2]1[cH:3][c:4]([S:15][c:16]2[c:17]([Cl:27])[cH:18][c:19]([S:22](=[O:23])(=[O:24])[CH2:25][CH3:26])[cH:20][cH:21]2)[c:5]([S:8][CH2:9][C:10](=[O:11])[OH:12])[cH:6][cH:7]1. The reactants are C(C)(C)(C)OC(=O)N[C@@H](C)C(=O)O[C@@H](C[C@H](CC1=CC=C(C=C1)C1=NC=CC=C1)NC([C@@H](NC(=O)OC)C(C)(C)C)=O)[C@H](CC1=CC=CC=C1)NC([C@H](C(C)(C)C)N1C(N(CC1)CC1=CC=CC=C1)=O)=O ((1S,3S)-1-((1S)-1-{[(2S)-2-(3-benzyl-2-oxoimidazolidin-1-yl)-3,3-dimethylbutanoyl]amino}-2-phenylethyl)-3-{[N-(methoxycarbonyl)-3-methyl-L-valyl]amino}-4-(4-pyridin-2-ylphenyl)butyl N-(tert-butoxycarbonyl)-L-alaninate), Cl (HCl). Run in ClCCl (dichloromethane), O1CCOCC1 (dioxane). Run at time 3 hour. The product is N[C@H](C(=O)O[C@@H](C[C@H](CC1=CC=C(C=C1)C1=NC=CC=C1)NC([C@H](C(C)(C)C)NC(=O)OC)=O)[C@H](CC1=CC=CC=C1)NC([C@H](C(C)(C)C)N1C(N(CC1)CC1=CC=CC=C1)=O)=O)C ((1S,3 S)-1-((1S)-1-{[(2S)-2-(3-benzyl-2-oxoimidazolidin-1-yl)-3,3-dimethylbutanoyl]amino}-2-phenylethyl)-3-({(2S)-2-[(methoxycarbonyl)amino]-3,3-dimethylbutanoyl}amino)-4-(4-pyridin-2-ylphenyl)butyl (2S)-2-aminopropanoate), bis hydrochloride. Reaction SMILES: C(OC([NH:8][C@H:9]([C:11]([O:13][C@H:14]([C@@H:43]([NH:51][C:52](=[O:71])[C@@H:53]([N:58]1[CH2:62][CH2:61][N:60]([CH2:63][C:64]2[CH:69]=[CH:68][CH:67]=[CH:66][CH:65]=2)[C:59]1=[O:70])[C:54]([CH3:57])([CH3:56])[CH3:55])[CH2:44][C:45]1[CH:50]=[CH:49][CH:48]=[CH:47][CH:46]=1)[CH2:15][C@@H:16]([NH:30][C:31](=[O:42])[C@H:32]([C:38]([CH3:41])([CH3:40])[CH3:39])[NH:33][C:34]([O:36][CH3:37])=[O:35])[CH2:17][C:18]1[CH:23]=[CH:22][C:21]([C:24]2[CH:29]=[CH:28][CH:27]=[CH:26][N:25]=2)=[CH:20][CH:19]=1)=[O:12])[CH3:10])=O)(C)(C)C.Cl>ClCCl.O1CCOCC1>[NH2:8][C@@H:9]([CH3:10])[C:11]([O:13][C@H:14]([C@@H:43]([NH:51][C:52](=[O:71])[C@@H:53]([N:58]1[CH2:62][CH2:61][N:60]([CH2:63][C:64]2[CH:65]=[CH:66][CH:67]=[CH:68][CH:69]=2)[C:59]1=[O:70])[C:54]([CH3:55])([CH3:57])[CH3:56])[CH2:44][C:45]1[CH:46]=[CH:47][CH:48]=[CH:49][CH:50]=1)[CH2:15][C@@H:16]([NH:30][C:31](=[O:42])[C@@H:32]([NH:33][C:34]([O:36][CH3:37])=[O:35])[C:38]([CH3:39])([CH3:40])[CH3:41])[CH2:17][C:18]1[CH:19]=[CH:20][C:21]([C:24]2[CH:29]=[CH:28][CH:27]=[CH:26][N:25]=2)=[CH:22][CH:23]=1)=[O:12]. Procedure: To a solution of the product of Example 193A (0.098 g, 0.037 mmol) in dichloromethane (1.0 mL) at room temperature was added a solution of HCl in dioxane (0.13 mL, 4 N), and the mixture was stirred at room temperature for 3 hours. The solvent was evaporated to give the title compound as the bis hydrochloride salt (0.089 g). 1H NMR (300 MHz, DMSO-d6), δ ppm 0.88 (s, 9 H), 0.91 (s, 9 H), 1.57 (d, J=7.4 Hz, 1 H), 1.69-1.74 (m, 2 H), 2.27 (q, J=9.6 Hz, 1 H), 2.53-2.56 (m, 2 H), 2.72-2.85 (m, 3 H), 2... The reactants are O=[N+]([O-])c1cnc2cc(Cl)ccc2c1Cl, Nc1ccc(F)cc1, O. Product: O=[N+]([O-])c1cnc2cc(Cl)ccc2c1Nc1ccc(F)cc1. Reaction SMILES: [Cl:1][c:2]1[c:3]([N+:13](=[O:14])[O-:15])[cH:4][n:5][c:6]2[cH:7][c:8]([Cl:12])[cH:9][cH:10][c:11]12.[NH2:16][c:17]1[cH:18][cH:19][c:20]([F:21])[cH:22][cH:23]1.[OH2:24]>>[c:2]1([NH:16][c:17]2[cH:18][cH:19][c:20]([F:21])[cH:22][cH:23]2)[c:3]([N+:13](=[O:14])[O-:15])[cH:4][n:5][c:6]2[cH:7][c:8]([Cl:12])[cH:9][cH:10][c:11]12. The reactants are N(=[N+]=[N-])CC1=CC2=C(C=N1)OCCO2 (7-(azidomethyl)-2,3-dihydro-(1,4)dioxino(2,3-c)pyridine). Reagents/catalysts: [C].[Pd] (palladium-carbon). The solvent is C(C)O (ethanol). Conditions: time 45 minute. Yields the product O1CCOC=2C=NC(=CC21)CN (1-(2,3-dihydro(1,4)dioxino(2,3-c)pyridin-7-yl)methaneamine). RXN SMILES: [N:1]([CH2:4][C:5]1[N:10]=[CH:9][C:8]2[O:11][CH2:12][CH2:13][O:14][C:7]=2[CH:6]=1)=[N+]=[N-]>[C].[Pd].C(O)C>[O:14]1[C:7]2[CH:6]=[C:5]([CH2:4][NH2:1])[N:10]=[CH:9][C:8]=2[O:11][CH2:12][CH2:13]1 |f:1.2|. Procedure details: To 10 mL of an ethanol solution containing 0.53 g of 7-(azidomethyl)-2,3-dihydro-(1,4)dioxino(2,3-c)pyridine, 0.10 g of 5% palladium-carbon was added at room temperature, and the mixture was stirred for 1 hour and 45 minutes under a hydrogen atmosphere. The insoluble material filtered off, and the solvent was removed under reduced pressure to obtain 0.46 g of a brown oily substance, 1-(2,3-dihydro(1,4)dioxino(2,3-c)pyridin-7-yl)methaneamine. Reactants: COC(=O)C=1C(=NC2=C(C=C(C=C2C1C1=CC=CC=C1)Cl)Cl)Cl (2,6,8-Trichloro-4-phenyl-quinoline-3-carboxylic acid methyl ester), N1CCCC1 (pyrrolidine). Yields the product ClC=1C=C2C(=C(C(=NC2=C(C1)Cl)N1CCCC1)C(=O)O)C1=CC=CC=C1 (6,8-Dichloro-4-phenyl-2-pyrrolidin-1-yl-quinoline-3-carboxylic acid). RXN SMILES: C[O:2][C:3]([C:5]1[C:6](Cl)=[N:7][C:8]2[C:13]([C:14]=1[C:15]1[CH:20]=[CH:19][CH:18]=[CH:17][CH:16]=1)=[CH:12][C:11]([Cl:21])=[CH:10][C:9]=2[Cl:22])=[O:4].[NH:24]1[CH2:28][CH2:27][CH2:26][CH2:25]1>>[Cl:21][C:11]1[CH:12]=[C:13]2[C:8](=[C:9]([Cl:22])[CH:10]=1)[N:7]=[C:6]([N:24]1[CH2:28][CH2:27][CH2:26][CH2:25]1)[C:5]([C:3]([OH:2])=[O:4])=[C:14]2[C:15]1[CH:16]=[CH:17][CH:18]=[CH:19][CH:20]=1. Procedure: The title compound was prepared in analogy to example 21 step D from 2,6,8-trichloro-4-phenyl-quinoline-3-carboxylic acid methyl ester (prepared as described in example 21 step C) and pyrrolidine. Yellow solid. MS (ESI): 387.2 (M+H)+. Starting materials: O=C(Cl)CCl, CCOc1cc(C(CC(C)=O)N2C(=O)c3cccc(N)c3C2=O)ccc1OC, C1CCOC1. Product: CCOc1cc(C(CC(C)=O)N2C(=O)c3cccc(NC(=O)CCl)c3C2=O)ccc1OC. Reaction SMILES: [Cl:29][CH2:30][C:31](=[O:32])[Cl:33].[NH2:1][c:2]1[c:3]2[c:7]([cH:8][cH:9][cH:10]1)[C:6](=[O:11])[N:5]([CH:12]([CH2:13][C:14]([CH3:15])=[O:16])[c:17]1[cH:18][c:19]([O:25][CH2:26][CH3:27])[c:20]([O:23][CH3:24])[cH:21][cH:22]1)[C:4]2=[O:28].[O:34]1[CH2:35][CH2:36][CH2:37][CH2:38]1>>[NH:1]([c:2]1[c:3]2[c:7]([cH:8][cH:9][cH:10]1)[C:6](=[O:11])[N:5]([CH:12]([CH2:13][C:14]([CH3:15])=[O:16])[c:17]1[cH:18][c:19]([O:25][CH2:26][CH3:27])[c:20]([O:23][CH3:24])[cH:21][cH:22]1)[C:4]2=[O:28])[C:31]([CH2:30][Cl:29])=[O:32]. Starting materials: FC1=CC=C(C=C1)C(CCC=C)O (1-(4-fluorophenyl)-4-penten-1-ol), BrN1C(CCC1=O)=O (N-bromosuccinimide). Solvent: C(Cl)(Cl)Cl (chloroform). Run at time 3 hour. Product: FC1=CC=C(C=C1)C1OC(CC1)CBr (2-(4-fluorophenyl)-5-(bromomethyl)tetrahydrofuran). The yield is 92.1%. As a reaction SMILES: [F:1][C:2]1[CH:7]=[CH:6][C:5]([CH:8]([OH:13])[CH2:9][CH2:10][CH:11]=[CH2:12])=[CH:4][CH:3]=1.[Br:14]N1C(=O)CCC1=O>C(Cl)(Cl)Cl>[F:1][C:2]1[CH:3]=[CH:4][C:5]([CH:8]2[CH2:9][CH2:10][CH:11]([CH2:12][Br:14])[O:13]2)=[CH:6][CH:7]=1. Procedure details: A mixture of 7.4 g of 1-(4-fluorophenyl)-4-penten-1-ol and 8.0 g of N-bromosuccinimide in 100 ml of chloroform is stirred at room temperature for 3 hours. The reaction mixture is then washed with water and dried over magnesium sulfate, and the solvent is distilled off under reduced pressure. The residue is purified by column chromatography on silica gel with chloroform eluant to give 9.8 g of 2-(4-fluorophenyl)-5-(bromomethyl)tetrahydrofuran as colorless oil, nD27 1.5218.